Task: describe an organic reaction: reactants, conditions, products, and yield. Dataset: the Open Reaction Database (ORD), a public repository of structured organic reaction records Starting materials: C[N+]1(CCOCC1)[O-] (N-methylmorpholine N-oxide), O (water), C1=CCCCCC1 (Cycloheptene). Reagents/catalysts: [Os](=O)(=O)(=O)=O (osmium tetroxide). Run in C(C)#N (acetonitrile). Conditions: temperature 45 celsius, time 21 hour. The product is [C@@H]1([C@H](CCCCC1)O)O (cis-1,2-Cycloheptanediol). RXN SMILES: [CH:1]1CC[CH2:5][CH2:4][CH2:3][CH:2]=1.C[N+]1([O-])[CH2:14][CH2:13][O:12]CC1.[OH2:16]>C(#N)C.[Os](=O)(=O)(=O)=O>[C@@H:13]1([OH:12])[CH2:14][CH2:5][CH2:4][CH2:3][CH2:2][C@@H:1]1[OH:16]. Procedure: Cycloheptene (3.85 g) was dissolved in acetonitrile (45 ml) and water (15 ml), and to the solution N-methylmorpholine N-oxide (5.15 g), microcapsulated osmium tetroxide (1 g, containing 10% osmium tetroxide) was added, and the mixture was stirred at 40 to 50° C. for 21 hours. Insoluble microcapsulated osmium tetroxide was removed by filtration, and the insoluble substance was washed with acetonitrile and the filtrate was concentrated under reduced pressure. The residue was purified by flash colu... The reactants are C([O-])([O-])=O.[K+].[K+] (potassium carbonate), C(C)(C)OCCC(C=C)(O)C (5-isopropoxy-3-methyl-1-penten-3-ol), mercuric acetate, C(C)(=O)O (acetic acid). The solvent is C(=C)OCC (ethyl vinyl ether). Product: C(C)(C)OCCC(=CCCC=O)C (7-Isopropoxy-5-methyl-4-heptenal). RXN SMILES: [CH:1]([O:4][CH2:5][CH2:6][C:7]([CH3:11])(O)[CH:8]=[CH2:9])([CH3:3])[CH3:2].[C:12](O)(=[O:14])[CH3:13].C(=O)([O-])[O-].[K+].[K+]>C(OCC)=C>[CH:1]([O:4][CH2:5][CH2:6][C:7]([CH3:11])=[CH:8][CH2:9][CH2:13][CH:12]=[O:14])([CH3:3])[CH3:2] |f:2.3.4|. Procedure details: 15.8 g (0.1 mol) of 5-isopropoxy-3-methyl-1-penten-3-ol and 20.0 g of mercuric acetate in 180 cc of ethyl vinyl ether are maintained at reflux temperature over the course of 4 days. 0.9 cc of glacial acetic acid is added at 20° to the turbid solution. After 3 hours 150 cc of 5% potassium carbonate solution are added and the product is extracted with hexane. The hexane extract is dried with sodium sulphate and evaporated. The residue is heated to 165°-168° over the course of 11/2 hours without fu... Starting materials: COC(=O)C1CC(O)CN1C(=O)OC(C)(C)C, CS(=O)(=O)Cl, ClCCl. The product is COC(=O)C1CC(OS(C)(=O)=O)CN1C(=O)OC(C)(C)C. Reaction SMILES: [C:1](=[O:2])([O:3][C:4]([CH3:5])([CH3:6])[CH3:7])[N:8]1[CH:9]([C:14](=[O:15])[O:16][CH3:17])[CH2:10][CH:11]([OH:13])[CH2:12]1.[CH3:18][S:19]([Cl:20])(=[O:21])=[O:22].[Cl:23][CH2:24][Cl:25]>>[C:1](=[O:2])([O:3][C:4]([CH3:5])([CH3:6])[CH3:7])[N:8]1[CH:9]([C:14](=[O:15])[O:16][CH3:17])[CH2:10][CH:11]([O:13][S:19]([CH3:18])(=[O:21])=[O:22])[CH2:12]1. Reactants: N1=C(Cl)N=C(Cl)N=C1Cl (Cyanuric chloride), ice water, C(C(=O)Cl)(=O)Cl (Oxalyl chloride), ClC1=CC=C(C=N1)C(=O)O (6-chloropyridine-3-carboxylic acid), CN(C)C=O (DMF). Solvent: C(Cl)Cl (DCM). Conditions: temperature 25 celsius, time 2 hour. Product: ClC1=CC=C(C=N1)C#N (6-Chloropyridine-3-carbonitrile). Reaction SMILES: C(Cl)(=O)C(Cl)=O.[Cl:7][C:8]1[N:13]=[CH:12][C:11]([C:14](O)=O)=[CH:10][CH:9]=1.C[N:18](C=O)C.N1C(Cl)=NC(Cl)=NC=1Cl>C(Cl)Cl>[Cl:7][C:8]1[N:13]=[CH:12][C:11]([C:14]#[N:18])=[CH:10][CH:9]=1. Procedure: Oxalyl chloride (40 mL) was added dropwise at 0° C. to a suspension of 6-chloropyridine-3-carboxylic acid (18 g, 114 mmol) in 300 mL of DCM with 3 mL of DMF. The mixture was stirred at 25° C. for 2 hours and the clear solution was concentrated to dryness under reduced pressure. The residue was dissolved in 100 mL of anhydrous acetonitrile and then added to 500 mL of diluted aqueous NH3.H2O at 0° C. The mixture was stirred for 30 minutes then extracted with EtOAc twice. The combined EtOAc layers ... The product is BrC1=CC=CC(=N1)/C=C(/C(=O)NC(CCC)C1=CC=C(C=C1)OCCN(C)C)\C#N ((E)-3-(6-Bromopyridin-2-yl)-2-cyano-N-(1-(4-(2-(dimethylamino)ethoxy)phenyl)butyl)acrylamide). As a reaction SMILES: [Br:1][C:2]1[N:7]=[C:6](/[CH:8]=[C:9](\[C:31]#[N:32])/[C:10]([NH:12][CH:13]([C:17]2[CH:22]=[CH:21][C:20]([O:23][CH2:24][CH2:25][N:26]([CH2:29]C)[CH2:27]C)=[CH:19][CH:18]=2)[CH2:14][CH2:15][CH3:16])=[O:11])[CH:5]=[CH:4][CH:3]=1.C(CC(NC(C1C=CC(OCCN(C)C)=CC=1)CCC)=O)#N>>[Br:1][C:2]1[N:7]=[C:6](/[CH:8]=[C:9](\[C:31]#[N:32])/[C:10]([NH:12][CH:13]([C:17]2[CH:18]=[CH:19][C:20]([O:23][CH2:24][CH2:25][N:26]([CH3:27])[CH3:29])=[CH:21][CH:22]=2)[CH2:14][CH2:15][CH3:16])=[O:11])[CH:5]=[CH:4][CH:3]=1. The reactants are BrC1=CC=CC(=N1)/C=C(/C(=O)NC(CCC)C1=CC=C(C=C1)OCCN(CC)CC)\C#N ((E)-3-(6-Bromopyridin-2-yl)-2-cyano-N-(1-(4-(2-(diethylamino)ethoxy)phenyl)butyl)acrylamide), C(#N)CC(=O)NC(CCC)C1=CC=C(C=C1)OCCN(C)C (2-cyano-N-(1-(4-(2-(dimethylamino)ethoxy)phenyl)-butyl)acetamide). Reported procedure: The title compound was prepared by using a similar procedure as described for the preparation of 33 except that 2-cyano-N-(1-(4-(2-(dimethylamino)ethoxy)phenyl)-butyl)acetamide (30) was used instead of 2-cyano-N-(1-(4-(2-(diethylamino)ethoxy)phenyl)butyl)acetamide (29). This produced the crude product which was purified by flash silica gel column chromatography, eluting with 4:96 methanol/dichloromethane, to give 35 (120 mg, 76%) as a yellow oil: MS (ES+) m/z 471.1 (M+H)+. Reactants: ClC(C(=O)Cl)(Cl)Cl (trichloroacetyl chloride), CC=1N=C2N(C3=C(N2C1)C=CC=C3)C (2,9-dimethylimidazo[1,2-a]benzimidazole). Solvent: C=1(C(=CC=CC1)C)C (xylene). Product: CC=1N=C2N(C3=C(N2C1C(C(Cl)(Cl)Cl)=O)C=CC=C3)C (2,9-Dimethyl-3-trichloroacetylimidazo[1,2-a]benzimidazole). As a reaction SMILES: [Cl:1][C:2]([Cl:7])([Cl:6])[C:3](Cl)=[O:4].[CH3:8][C:9]1[N:10]=[C:11]2[N:15]([CH:16]=1)[C:14]1[CH:17]=[CH:18][CH:19]=[CH:20][C:13]=1[N:12]2[CH3:21]>C1(C)C(C)=CC=CC=1>[CH3:8][C:9]1[N:10]=[C:11]2[N:15]([C:16]=1[C:3](=[O:4])[C:2]([Cl:7])([Cl:6])[Cl:1])[C:14]1[CH:17]=[CH:18][CH:19]=[CH:20][C:13]=1[N:12]2[CH3:21]. Procedure: Pour 5.45 g (30 mmol) of freshly distilled trichloroacetyl chloride dropwise into a boiling solution of 2,9-dimethylimidazo[1,2-a]benzimidazole (3.7 g; 20 mmol)--obtained as described in Khim. Geterotsikl Soedin, 86, (7), 918-925--in 50 ml of xylene, with vigorous stirring, over a period of 20 to 30 minutes. The mixture is then heated at reflux for two hours until the product which has initially precipitated is completely dissolved. Cool and filter. Concentrate the mother liquors and add petrole... Reactants: N1C(C2(C3=CC=CC=C13)COC=1C2=CC2=C(OCO2)C1)=O (spiro[furo[2,3-f][1,3]benzodioxole-7,3′-indol]-2′(1′H)-one), BrCC=1OC(=CC1)C(F)(F)F (2-(bromomethyl)-5-(trifluoromethyl)furan), CC1(C=2C(OC1)=CC=1OCC3(C(NC4=CC=CC=C34)=O)C1C2)C (5,5-dimethyl-5,6-dihydrospiro[benzo[1,2-b:5,4-b′]difuran-3,3′-indol]-2′(1′H)-one), BrCC1=CC=2C(=NON2)C=C1 (5-(bromomethyl)benzo[c][1,2,5]oxadiazole). Product: N=1ON=C2C1C=CC(=C2)CN2C(C1(C3=CC=CC=C23)COC=2C1=CC1=C(OCO1)C2)=O (1′-(2,1,3-benzoxadiazol-5-ylmethyl)spiro[furo[2,3-f][1,3]benzodioxole-7,3′-indol]-2′(1′H)-one). Reaction SMILES: [NH:1]1[C:9]2[C:4](=[CH:5][CH:6]=[CH:7][CH:8]=2)[C:3]2([C:13]3=[CH:14][C:15]4[O:19][CH2:18][O:17][C:16]=4[CH:20]=[C:12]3[O:11][CH2:10]2)[C:2]1=[O:21].CC1(C)COC2=CC3OCC4(C=3C=C12)C1C(=CC=CC=1)NC4=O.Br[CH2:46][C:47]1[CH:55]=[CH:54][C:50]2=[N:51][O:52][N:53]=[C:49]2[CH:48]=1.BrCC1OC(C(F)(F)F)=CC=1>>[N:51]1[O:52][N:53]=[C:49]2[CH:48]=[C:47]([CH2:46][N:1]3[C:9]4[C:4](=[CH:5][CH:6]=[CH:7][CH:8]=4)[C:3]4([C:13]5=[CH:14][C:15]6[O:19][CH2:18][O:17][C:16]=6[CH:20]=[C:12]5[O:11][CH2:10]4)[C:2]3=[O:21])[CH:55]=[CH:54][C:50]=12. Reported procedure: Following the procedure described in EXAMPLE 10.21, and making non-critical variations using spiro[furo[2,3-f][1,3]benzodioxole-7,3′-indol]-2′(1′H)-one to replace 5,5-dimethyl-5,6-dihydrospiro[benzo[1,2-b:5,4-b′]difuran-3,3′-indol]-2′(1′H)-one, and 5-(bromomethyl)benzo[c][1,2,5]oxadiazole to replace 2-(bromomethyl)-5-(trifluoromethyl)furan, the title compound was obtained (17%) as a white solid: mp 163-165° C.; MS (ES+) m/z 414.4 (M+1). The reactants are NC=1C=C(C(=O)NCC(CN2CC3=CC=CC=C3CC2)O)C=CC1 (3-amino-N-(3-(3,4-dihydroisoquinolin-2(1H)-yl)-2-hydroxypropyl)benzamide), CC(=O)O (AcOH), O1CC(CC1)=O (dihydrofuran-3(2H)-one), [BH3-]C#N.[Na+] (NaBH3CN). Run in CO (MeOH). Run at temperature 22 celsius, time 2 hour. The product is C1N(CCC2=CC=CC=C12)CC(CNC(C1=CC(=CC=C1)NC1COCC1)=O)O (N-(3-(3,4-dihydroisoquinolin-2(1H)-yl)-2-hydroxypropyl)-3-((tetrahydrofuran-3-yl)amino)benzamide). The yield is 17.9%. Reaction SMILES: [NH2:1][C:2]1[CH:3]=[C:4]([CH:22]=[CH:23][CH:24]=1)[C:5]([NH:7][CH2:8][CH:9]([OH:21])[CH2:10][N:11]1[CH2:20][CH2:19][C:18]2[C:13](=[CH:14][CH:15]=[CH:16][CH:17]=2)[CH2:12]1)=[O:6].CC(O)=O.[O:29]1[CH2:33][CH2:32][C:31](=O)[CH2:30]1.[BH3-]C#N.[Na+]>CO>[CH2:12]1[C:13]2[C:18](=[CH:17][CH:16]=[CH:15][CH:14]=2)[CH2:19][CH2:20][N:11]1[CH2:10][CH:9]([OH:21])[CH2:8][NH:7][C:5](=[O:6])[C:4]1[CH:22]=[CH:23][CH:24]=[C:2]([NH:1][CH:31]2[CH2:32][CH2:33][O:29][CH2:30]2)[CH:3]=1 |f:3.4|. Procedure details: To a solution of 3-amino-N-(3-(3,4-dihydroisoquinolin-2(1H)-yl)-2-hydroxypropyl)benzamide (100 mg, 0.31 mmol) in MeOH (5 mL) was added AcOH (0.05 mL) and dihydrofuran-3(2H)-one (27 mg, 0.31 mmol). The mixture was stirred at 22° C. for 2 h. NaBH3CN (98 mg, 1.55 mmol) was added and the resulting mixture was stirred at 22° C. for 2 h. The reaction solution was concentrated, and the residue was washed with water, extracted with EA, the organic layer was concentrated, and the residue was purified by ...